Dataset: the Open Reaction Database (ORD), a public repository of structured organic reaction records. Task: describe an organic reaction: reactants, conditions, products, and yield Starting materials: CNC1=C(C=C(OC2=CC(=NC=C2)NC(=O)NCCN2CCOCC2)C=C1)[N+](=O)[O-] (N-{4-[4-(methylamino)-3-nitrophenoxy](2-pyridyl)}[(2-morpholin-4-ylethyl)amino]carboxamide). Reagents/catalysts: [Pd] (Pd/C). Run in CO (methanol). Product: NC=1C=C(OC2=CC(=NC=C2)NC(=O)NCCN2CCOCC2)C=CC1NC (N-{4-[3-amino-4-(methylamino)phenoxy](2-pyridyl)}[(2-morpholin-4-ylethyl)amino]carboxamide). As a reaction SMILES: [CH3:1][NH:2][C:3]1[CH:27]=[CH:26][C:6]([O:7][C:8]2[CH:13]=[CH:12][N:11]=[C:10]([NH:14][C:15]([NH:17][CH2:18][CH2:19][N:20]3[CH2:25][CH2:24][O:23][CH2:22][CH2:21]3)=[O:16])[CH:9]=2)=[CH:5][C:4]=1[N+:28]([O-])=O>CO.[Pd]>[NH2:28][C:4]1[CH:5]=[C:6]([CH:26]=[CH:27][C:3]=1[NH:2][CH3:1])[O:7][C:8]1[CH:13]=[CH:12][N:11]=[C:10]([NH:14][C:15]([NH:17][CH2:18][CH2:19][N:20]2[CH2:25][CH2:24][O:23][CH2:22][CH2:21]2)=[O:16])[CH:9]=1. Procedure: To a flask containing N-{4-[4-(methylamino)-3-nitrophenoxy](2-pyridyl)}[(2-morpholin-4-ylethyl)amino]carboxamide in methanol was added a catalytic amount of 10% Pd/C and hydrogenated to yield in quantitative amount N-{4-[3-amino-4-(methylamino)phenoxy](2-pyridyl)}[(2-morpholin-4-ylethyl)amino]carboxamide. MS: MH+=387. The reactants are [H-].[Na+] (NaH), CN(C)C=O (DMF), FC=1C=CC=C2C(=CNC12)C (7-fluoro-3-methylindole). Reaction conditions: temperature 0 celsius, time 1 hour. Yields the product FC=1C=CC=C2C(=CN(C12)N)C (7-fluoro-3-methyl-indol-1-ylamine). As a reaction SMILES: [H-].[Na+].[F:3][C:4]1[CH:5]=[CH:6][CH:7]=[C:8]2[C:12]=1[NH:11][CH:10]=[C:9]2[CH3:13].C[N:15](C=O)C>>[F:3][C:4]1[CH:5]=[CH:6][CH:7]=[C:8]2[C:12]=1[N:11]([NH2:15])[CH:10]=[C:9]2[CH3:13] |f:0.1|. Procedure details: A suspension of NaH (805 mg, 20.1 mmol, 60% in mineral oil) in DMF (5 mL) at 0° C. is treated with 7-fluoro-3-methylindole (200 mg, 1.34 mmol) and stirred at 0° C. for 1 h. The mixture is treated with HOSA (757 mg, 6.7 mmol) portion wise and warmed to rt over 2 h. The mixture is then poured over ice, and extracted with EtOAc (3×100 mL). The combined organic layer is dried (Na2SO4), filtered and concentrated in vacuo to afford 7-fluoro-3-methyl-indol-1-ylamine, which is used in the next step with... Reported procedure: To a mixture of 6-(2-chloro-7H-pyrrolo[2,3-d]pyrimidin-4-ylamino)-2,2-dimethyl-2H-benzo[b][1,4]oxazin-3(4H)-one (0.050 g) inn-butyl alcohol (0.6 mL) was added 6-aminoindazole (0.028 g) and trimethylsilyl chloride (TMSCl) (0.013 mL). After heating at 115° C. for 15 h, the mixture was purified by preparative HPLC to give 6-(2-(1H-indazol-6-ylamino)-7H-pyrrolo[2,3-d]pyrimidin-4-ylamino)-2,2-dimethyl-2H-benzo[b][1,4]oxazin-3(4H)-one (0.004 g, MS [MH] 441.1) (Compound 16-1). Isolated yield 6.2%. Conditions: temperature 115 celsius. Reaction SMILES: Cl[C:2]1[N:3]=[C:4]([NH:11][C:12]2[CH:24]=[CH:23][C:15]3[O:16][C:17]([CH3:22])([CH3:21])[C:18](=[O:20])[NH:19][C:14]=3[CH:13]=2)[C:5]2[CH:10]=[CH:9][NH:8][C:6]=2[N:7]=1.[NH2:25][C:26]1[CH:34]=[C:33]2[C:29]([CH:30]=[N:31][NH:32]2)=[CH:28][CH:27]=1.C[Si](Cl)(C)C>C(O)CCC>[NH:32]1[C:33]2[C:29](=[CH:28][CH:27]=[C:26]([NH:25][C:2]3[N:3]=[C:4]([NH:11][C:12]4[CH:24]=[CH:23][C:15]5[O:16][C:17]([CH3:22])([CH3:21])[C:18](=[O:20])[NH:19][C:14]=5[CH:13]=4)[C:5]4[CH:10]=[CH:9][NH:8][C:6]=4[N:7]=3)[CH:34]=2)[CH:30]=[N:31]1. Product: N1N=CC2=CC=C(C=C12)NC=1N=C(C2=C(N1)NC=C2)NC2=CC1=C(OC(C(N1)=O)(C)C)C=C2 (6-(2-(1H-indazol-6-ylamino)-7H-pyrrolo[2,3-d]pyrimidin-4-ylamino)-2,2-dimethyl-2H-benzo[b][1,4]oxazin-3(4H)-one). Reactants: NC1=CC=C2C=NNC2=C1 (6-aminoindazole), C[Si](C)(C)Cl (trimethylsilyl chloride), ClC=1N=C(C2=C(N1)NC=C2)NC2=CC1=C(OC(C(N1)=O)(C)C)C=C2 (6-(2-chloro-7H-pyrrolo[2,3-d]pyrimidin-4-ylamino)-2,2-dimethyl-2H-benzo[b][1,4]oxazin-3(4H)-one). The solvent is C(CCC)O (butyl alcohol). As a reaction SMILES: [C:6]([CH2:7][CH2:8][c:9]1[cH:10][cH:11][cH:12][cH:13][cH:14]1)(=[O:15])[Cl:16].[NH2:1][CH2:2][C:3]([OH:4])=[O:5].[Na+:18].[OH-:17].[OH2:19]>>[NH:1]([CH2:2][C:3]([OH:4])=[O:5])[C:6]([CH2:7][CH2:8][c:9]1[cH:10][cH:11][cH:12][cH:13][cH:14]1)=[O:15]. Starting materials: O=C(Cl)CCc1ccccc1, NCC(=O)O, [Na+], [OH-], O. Product: O=C(O)CNC(=O)CCc1ccccc1. Starting materials: CCOC(=O)c1c(Cl)c2cnc(-c3ccccc3)nc2n(CC)c1=O, CCNCC, CCO. The product is CCOC(=O)c1c(N(CC)CC)c2cnc(-c3ccccc3)nc2n(CC)c1=O. Reaction SMILES: [CH2:1]([CH3:2])[O:3][C:4](=[O:5])[c:6]1[c:7]([Cl:25])[c:8]2[c:9]([n:10][c:11](-[c:14]3[cH:15][cH:16][cH:17][cH:18][cH:19]3)[n:12][cH:13]2)[n:20]([CH2:23][CH3:24])[c:21]1=[O:22].[CH2:26]([CH3:27])[NH:28][CH2:29][CH3:30].[CH3:31][CH2:32][OH:33]>>[CH2:1]([CH3:2])[O:3][C:4](=[O:5])[c:6]1[c:7]([N:28]([CH2:26][CH3:27])[CH2:29][CH3:30])[c:8]2[c:9]([n:10][c:11](-[c:14]3[cH:15][cH:16][cH:17][cH:18][cH:19]3)[n:12][cH:13]2)[n:20]([CH2:23][CH3:24])[c:21]1=[O:22].